From a dataset of the Open Reaction Database (ORD), a public repository of structured organic reaction records. describe an organic reaction: reactants, conditions, products, and yield Starting materials: NC1CCC=2C=CC=C(C2C1)CN1C(OC2=C1C=C(C(=C2)S(=O)(=O)NC2=NC=NS2)F)=O (3-((7-amino-5,6,7,8-tetrahydronaphthalen-1-yl)methyl)-5-fluoro-2-oxo-N-(1,2,4-thiadiazol-5-yl)-2,3-dihydrobenzo[d]oxazole-6-sulfonamide), C(C)(=O)O (ACETIC ACID), CCN(C(C)C)C(C)C (DIPEA), C=1C=CC2=C(C1)N=NN2O (HOBT), C(CCl)Cl (EDC), amine. Solvent: CO (MeOH), O (H2O), CN1CCCC1=O (NMP). The product is S1N=CN=C1NS(=O)(=O)C1=CC2=C(N(C(O2)=O)CC=2C=CC=C3CCC(CC23)NC(C)=O)C=C1F (N-(8-((6-(N-(1,2,4-thiadiazol-5-yl)sulfamoyl)-5-fluoro-2-oxobenzo[d]oxazol-3(2H)-yl)methyl)-1,2,3,4-tetrahydronaphthalen-2-yl)acetamide). Reaction SMILES: [NH2:1][CH:2]1[CH2:11][C:10]2[C:9]([CH2:12][N:13]3[C:17]4[CH:18]=[C:19]([F:31])[C:20]([S:22]([NH:25][C:26]5[S:30][N:29]=[CH:28][N:27]=5)(=[O:24])=[O:23])=[CH:21][C:16]=4[O:15][C:14]3=[O:32])=[CH:8][CH:7]=[CH:6][C:5]=2[CH2:4][CH2:3]1.C1C=CC2N(O)N=NC=2C=1.C(Cl)CCl.[C:47](O)(=[O:49])[CH3:48].CCN(C(C)C)C(C)C>CO.O.CN1C(=O)CCC1>[S:30]1[C:26]([NH:25][S:22]([C:20]2[C:19]([F:31])=[CH:18][C:17]3[N:13]([CH2:12][C:9]4[CH:8]=[CH:7][CH:6]=[C:5]5[C:10]=4[CH2:11][CH:2]([NH:1][C:47](=[O:49])[CH3:48])[CH2:3][CH2:4]5)[C:14](=[O:32])[O:15][C:16]=3[CH:21]=2)(=[O:24])=[O:23])=[N:27][CH:28]=[N:29]1. Reported procedure: To a flask was added a single enantiomer (S or R) of 3-((7-amino-5,6,7,8-tetrahydronaphthalen-1-yl)methyl)-5-fluoro-2-oxo-N-(1,2,4-thiadiazol-5-yl)-2,3-dihydrobenzo[d]oxazole-6-sulfonamide (obtained through chiral separation of racemic 20-4) (15 mg, 0.029 mmol), then anhydrous HOBT (5.15 mg, 0.038 mmol), EDC (7.30 mg, 0.038 mmol), followed by NMP (1 ml), then ACETIC ACID (2.180 μl, 0.038 mmol) then DIPEA (0.025 ml, 0.143 mmol). The reaction mixture was stirred at room temperature (capped but not... Reactants: COC([C@@H](N)CC1=CC=C(C=C1)C=1C(N(C(N(C1C)C)=O)C)=O)=O (4-(1,3,6-trimethyl-2,4-dioxo-5-pyrimidinyl)-L-phenylalanine methyl ester), ClC1=C(C(=O)O)C(=CC=C1)CCC (2-chloro-6-propylbenzoic acid). Product: ClC1=C(C(=CC=C1)CCC)C(=O)N[C@@H](CC1=CC=C(C=C1)C=1C(N(C(N(C1C)C)=O)C)=O)C(=O)O (N-[(2-chloro-6-propylphenyl)carbonyl]-4-(1,3,6-trimethyl-2,4-dioxo-5-pyrimidinyl)-L-phenylalanine). RXN SMILES: C[O:2][C:3](=[O:24])[C@H:4]([CH2:6][C:7]1[CH:12]=[CH:11][C:10]([C:13]2[C:14](=[O:23])[N:15]([CH3:22])[C:16](=[O:21])[N:17]([CH3:20])[C:18]=2[CH3:19])=[CH:9][CH:8]=1)[NH2:5].[Cl:25][C:26]1[CH:34]=[CH:33][CH:32]=[C:31]([CH2:35][CH2:36][CH3:37])[C:27]=1[C:28](O)=[O:29]>>[Cl:25][C:26]1[CH:34]=[CH:33][CH:32]=[C:31]([CH2:35][CH2:36][CH3:37])[C:27]=1[C:28]([NH:5][C@H:4]([C:3]([OH:2])=[O:24])[CH2:6][C:7]1[CH:8]=[CH:9][C:10]([C:13]2[C:14](=[O:23])[N:15]([CH3:22])[C:16](=[O:21])[N:17]([CH3:20])[C:18]=2[CH3:19])=[CH:11][CH:12]=1)=[O:29]. Procedure details: N-[(2-chloro-6-propylphenyl)carbonyl]-4-(1,3,6-trimethyl-2,4-dioxo-5-pyrimidinyl)-L-phenylalanine was prepared from 4-(1,3,6-trimethyl-2,4-dioxo-5-pyrimidinyl)-L-phenylalanine methyl ester and 2-chloro-6-propylbenzoic acid using the general procedures described in example 15 and was obtained as a white solid: mp 225-227° C. ES-HRMS m/e calcd for C26H28ClN3O5 (M+Na) 520.1611, found 520.1615. Reaction SMILES: CC(CCCC[N:13]=[C:14]=[O:15])C(N=C=O)(C)C.[CH3:16][CH2:17]C[CH2:19][CH:20]([C:23]([O-:25])=[O:24])[CH2:21]C.CCC[CH2:29][CH:30]([C:33]([O-:35])=[O:34])[CH2:31]C.[Sn+2]>>[C:23]([OH:25])(=[O:24])[C:20]([CH3:21])=[CH2:19].[C:33]([OH:35])(=[O:34])[C:30]([CH3:31])=[CH2:29].[NH2:13][C:14]([O:15][CH2:16][CH3:17])=[O:34] |f:1.2.3,4.5.6|. Reactants: 28.59, CC(C(C)(C)N=C=O)CCCCN=C=O (trimethylhexamethylene diisocyanate), CCCCC(CC)C(=O)[O-].CCCCC(CC)C(=O)[O-].[Sn+2] (stannous octoate). Reaction conditions: time 3 hour. Yields the product C(C(=C)C)(=O)O.C(C(=C)C)(=O)O.NC(=O)OCC (Urethane Dimethacrylate). Reported procedure: To a mechanically-stirred mixture of 28.59 weight parts of trimethylhexamethylene diisocyanate and 0.04 weight part of stannous octoate in a reactor and purged with dry air, there is added 44.80 weight parts of polytetramethylene ether glycol, while maintaining the reaction temperature at 50° to 60° C. After the addition is complete, the mixture is heated to 70° to 80° C. and held for 3 hours. A 26.58 weight parts of hydroxyethyl methacrylate (HEMA) was added and the mixture was stirred at 70° t...